From a dataset of the Open Reaction Database (ORD), a public repository of structured organic reaction records. describe an organic reaction: reactants, conditions, products, and yield Reactants: COC(C)(C)C, CCOC(C)=O, NCc1ccc(Cl)cc1, CCOC(=O)c1cn(N2CCOCC2)c2ccc(CN3CCOCC3)cc2c1=O. Yields the product O=C(NCc1ccc(Cl)cc1)c1cn(N2CCOCC2)c2ccc(CN3CCOCC3)cc2c1=O. Reaction SMILES: [C:45]([O:46][CH3:47])([CH3:48])([CH3:49])[CH3:50].[CH3:39][CH2:40][O:41][C:42]([CH3:43])=[O:44].[Cl:30][c:31]1[cH:32][cH:33][c:34]([CH2:35][NH2:36])[cH:37][cH:38]1.[O:1]1[CH2:2][CH2:3][N:4]([n:7]2[cH:8][c:9]([C:25]([O:27][CH2:26][CH3:28])=[O:29])[c:10](=[O:24])[c:11]3[cH:12][c:13]([CH2:17][N:18]4[CH2:19][CH2:20][O:21][CH2:22][CH2:23]4)[cH:14][cH:15][c:16]23)[CH2:5][CH2:6]1>>[O:1]1[CH2:2][CH2:3][N:4]([n:7]2[cH:8][c:9]([C:25](=[O:27])[NH:36][CH2:35][c:34]3[cH:33][cH:32][c:31]([Cl:30])[cH:38][cH:37]3)[c:10](=[O:24])[c:11]3[cH:12][c:13]([CH2:17][N:18]4[CH2:19][CH2:20][O:21][CH2:22][CH2:23]4)[cH:14][cH:15][c:16]23)[CH2:5][CH2:6]1. Reactants: Cl.C(C1=CN=CC=C1)(=O)Cl (nicotinoyl chloride hydrochloride), C([O-])(O)=O.[Na+] (sodium bicarbonate), CNCCCN1C=2C=CC=CC2CCC3=C1C=CC=C3.Cl (desipramine hydrochloride). The solvent is C(Cl)Cl (methylene chloride). Reaction conditions: temperature 5 celsius, time 5 minute. Product: CN(CCCN1C2=C(CCC3=C1C=CC=C3)C=CC=C2)C(=O)C=2C=NC=CC2 (10,11-Dihydro-N-methyl-N-(3-pyridyl)carbonyl-5H-dibenz(b,f)azepine-5-propanamine). Yield: 62.0%. Reaction SMILES: Cl.[C:2](Cl)(=[O:9])[C:3]1[CH:8]=[CH:7][CH:6]=[N:5][CH:4]=1.C(=O)(O)[O-].[Na+].[CH3:16][NH:17][CH2:18][CH2:19][CH2:20][N:21]1[C:31]2[CH:32]=[CH:33][CH:34]=[CH:35][C:30]=2[CH2:29][CH2:28][C:27]2[CH:26]=[CH:25][CH:24]=[CH:23][C:22]1=2.Cl>C(Cl)Cl>[CH3:16][N:17]([C:2]([C:3]1[CH:4]=[N:5][CH:6]=[CH:7][CH:8]=1)=[O:9])[CH2:18][CH2:19][CH2:20][N:21]1[C:22]2[CH:23]=[CH:24][CH:25]=[CH:26][C:27]=2[CH2:28][CH2:29][C:30]2[CH:35]=[CH:34][CH:33]=[CH:32][C:31]1=2 |f:0.1,2.3,4.5|. Procedure details: Freshly prepared nicotinoyl chloride hydrochloride (0.55 g, 0.003 mol) was suspended in methylene chloride (12 ml) cooled to 5° C. and sodium bicarbonate (0.053 g, 0.0063 mol) was added. After 5 minutes, desipramine hydrochloride (0.75 g, 0.0025 mol) was added and the mixture was stirred for 3 hours at 5° C. The sodium chloride was removed by filtration and the organic solution was extracted with aqueous sodium bicarbonate, dried over sodium sulfate, filtered through Celite™ and concentrated. Et...